Dataset: the Open Reaction Database (ORD), a public repository of structured organic reaction records. Task: describe an organic reaction: reactants, conditions, products, and yield Reactants: NC(=O)CBr, CCOC(=O)CCc1cc(C(=NO)c2ccc(OCC(C)C)cc2OCC(C)C)ccc1OCC(C)C, CN(C)C=O, CCOC(C)=O, Cl, [H-], [Na+], O. Product: CCOC(=O)CCc1cc(C(=NOCC(N)=O)c2ccc(OCC(C)C)cc2OCC(C)C)ccc1OCC(C)C. As a reaction SMILES: [Br:40][CH2:41][C:42](=[O:43])[NH2:44].[CH2:1]([CH:2]([CH3:3])[CH3:4])[O:5][c:6]1[c:7]([C:17]([c:18]2[cH:19][cH:20][c:21]([O:31][CH2:32][CH:33]([CH3:34])[CH3:35])[c:22]([CH2:24][CH2:25][C:26](=[O:27])[O:28][CH2:29][CH3:30])[cH:23]2)=[N:36][OH:37])[cH:8][cH:9][c:10]([O:12][CH2:13][CH:14]([CH3:15])[CH3:16])[cH:11]1.[CH3:46][N:47]([CH3:48])[CH:49]=[O:50].[CH3:52][CH2:53][O:54][C:55](=[O:56])[CH3:57].[ClH:45].[H-:38].[Na+:39].[OH2:51]>>[CH2:1]([CH:2]([CH3:3])[CH3:4])[O:5][c:6]1[c:7]([C:17]([c:18]2[cH:19][cH:20][c:21]([O:31][CH2:32][CH:33]([CH3:34])[CH3:35])[c:22]([CH2:24][CH2:25][C:26](=[O:27])[O:28][CH2:29][CH3:30])[cH:23]2)=[N:36][O:37][CH2:41][C:42](=[O:43])[NH2:44])[cH:8][cH:9][c:10]([O:12][CH2:13][CH:14]([CH3:15])[CH3:16])[cH:11]1.